This data is from the Open Reaction Database (ORD), a public repository of structured organic reaction records. The task is: describe an organic reaction: reactants, conditions, products, and yield Yields the product CC(C)(C)S(=O)(=O)NC(=O)c1cccc(N)c1. The reactants are CC(C)(C)S(=O)(=O)NC(=O)c1cccc([N+](=O)[O-])c1, CCO, O. Reaction SMILES: [CH3:1][C:2]([CH3:3])([S:4](=[O:5])(=[O:6])[NH:7][C:8](=[O:9])[c:10]1[cH:11][c:12]([N+:16]([O-:17])=[O:18])[cH:13][cH:14][cH:15]1)[CH3:19].[CH3:21][CH2:22][OH:23].[OH2:20]>>[CH3:1][C:2]([CH3:3])([S:4](=[O:5])(=[O:6])[NH:7][C:8](=[O:9])[c:10]1[cH:11][c:12]([NH2:16])[cH:13][cH:14][cH:15]1)[CH3:19]. Reactants: CCN(C(C)C)C(C)C, CS(C)=O, C1CN(C2CC2)CCN1, COc1cc(CCc2cc(NC(=O)c3cnc(Cl)cn3)[nH]n2)cc(OC)c1. Reaction SMILES: [CH2:37]([N:38]([CH:39]([CH3:40])[CH3:41])[CH:42]([CH3:43])[CH3:44])[CH3:45].[CH3:46][S:47]([CH3:48])=[O:49].[CH:28]1([N:31]2[CH2:32][CH2:33][NH:34][CH2:35][CH2:36]2)[CH2:29][CH2:30]1.[Cl:1][c:2]1[n:3][cH:4][c:5]([C:8](=[O:9])[NH:10][c:11]2[nH:12][n:13][c:14]([CH2:16][CH2:17][c:18]3[cH:19][c:20]([O:26][CH3:27])[cH:21][c:22]([O:24][CH3:25])[cH:23]3)[cH:15]2)[n:6][cH:7]1>>[c:2]1([N:34]2[CH2:33][CH2:32][N:31]([CH:28]3[CH2:29][CH2:30]3)[CH2:36][CH2:35]2)[n:3][cH:4][c:5]([C:8](=[O:9])[NH:10][c:11]2[nH:12][n:13][c:14]([CH2:16][CH2:17][c:18]3[cH:19][c:20]([O:26][CH3:27])[cH:21][c:22]([O:24][CH3:25])[cH:23]3)[cH:15]2)[n:6][cH:7]1. Yields the product COc1cc(CCc2cc(NC(=O)c3cnc(N4CCN(C5CC5)CC4)cn3)[nH]n2)cc(OC)c1. Starting materials: ClC1=CC=C(C=C1)CC(CCCCCCCCCCC)NC1=CC=C(C(=O)OCC)C=C1 (ethyl 4-[13-(4-chlorophenyl)-12-tridecylamino]benzoate), Cl (hydrochloric acid), [OH-].[K+] (potassium hydroxide), C(C)O (ethanol). Run in O (water). The product is ClC1=CC=C(C=C1)C#CCCCCCCCCCCCNC1=CC=C(C(=O)O)C=C1 (4-[13-(4-chlorophenyl)-12-tridecynylamino]benzoic acid). RXN SMILES: ClC1C=CC(C[CH:9]([NH:21][C:22]2[CH:32]=[CH:31][C:25]([C:26]([O:28]CC)=[O:27])=[CH:24][CH:23]=2)[CH2:10][CH2:11][CH2:12][CH2:13][CH2:14][CH2:15][CH2:16][CH2:17][CH2:18][CH2:19][CH3:20])=CC=1.[OH-].[K+].[CH2:35](O)[CH3:36].[ClH:38]>O>[Cl:38][C:11]1[CH:12]=[CH:13][C:35]([C:36]#[C:20][CH2:19][CH2:18][CH2:17][CH2:16][CH2:15][CH2:14][CH2:13][CH2:12][CH2:11][CH2:10][CH2:9][NH:21][C:22]2[CH:23]=[CH:24][C:25]([C:26]([OH:28])=[O:27])=[CH:31][CH:32]=2)=[CH:9][CH:10]=1 |f:1.2|. Procedure: A 4 g. sample of ethyl 4-[13-(4-chlorophenyl)-12-tridecylamino]benzoate is hydrolyzed with 1.6 g. 85% potassium hydroxide in 60 ml. 95% ethanol by refluxing the solution for 5 hours. The solution is cooled, diluted with 100 ml. water and acidified to pH 4.5 with 37% hydrochloric acid. The precipitate is collected, dried in vacuo and crystallized from acetone to yield the title compound as a white powder. Starting materials: ClCCl, O=C1OCCN1CCO. Product: O=CCN1CCOC1=O. As a reaction SMILES: [Cl:10][CH2:11][Cl:12].[OH:1][CH2:2][CH2:3][N:4]1[C:5](=[O:9])[O:6][CH2:7][CH2:8]1>>[O:1]=[CH:2][CH2:3][N:4]1[C:5](=[O:9])[O:6][CH2:7][CH2:8]1.